Dataset: the Open Reaction Database (ORD), a public repository of structured organic reaction records. Task: describe an organic reaction: reactants, conditions, products, and yield The reactants are BrC=1C=CC2=C(CC(C=3C(=NC=CC3)O2)=CCCN2CCC(CC2)C2=CC=C(C=C2)Cl)C1 (1-[3-(8-Bromo-5,11-dihydro[1]benzoxepino[2,3-b]pyridin-5-ylidene)propyl]-4-(4-chlorophenyl)piperidine), CCCCCC.C(CCC)[Li] (n-butyllithium hexane), C(=O)=O (CO2). Run in C1CCOC1 (THF). Run at time 30 minute. Yields the product C(=O)(O)C=1C=CC2=C(CC(C=3C(=NC=CC3)O2)=CCCN2CCC(CC2)C2=CC=C(C=C2)Cl)C1 (1-[3-(8-Carboxy-5,11-dihydro[1]benzoxepino[2,3-b]pyridin-5-ylidene)propyl]-4-(4-chlorophenyl)piperidine). RXN SMILES: Br[C:2]1[CH:3]=[CH:4][C:5]2[O:15][C:10]3=[N:11][CH:12]=[CH:13][CH:14]=[C:9]3[C:8](=[CH:16][CH2:17][CH2:18][N:19]3[CH2:24][CH2:23][CH:22]([C:25]4[CH:30]=[CH:29][C:28]([Cl:31])=[CH:27][CH:26]=4)[CH2:21][CH2:20]3)[CH2:7][C:6]=2[CH:32]=1.CCCCCC.C([Li])CCC.[C:44](=[O:46])=[O:45]>C1COCC1>[C:44]([C:2]1[CH:3]=[CH:4][C:5]2[O:15][C:10]3=[N:11][CH:12]=[CH:13][CH:14]=[C:9]3[C:8](=[CH:16][CH2:17][CH2:18][N:19]3[CH2:24][CH2:23][CH:22]([C:25]4[CH:30]=[CH:29][C:28]([Cl:31])=[CH:27][CH:26]=4)[CH2:21][CH2:20]3)[CH2:7][C:6]=2[CH:32]=1)([OH:46])=[O:45] |f:1.2|. Procedure: To a solution of 1-[3-(8-Bromo-5,11-dihydro[1]benzoxepino[2,3-b]pyridin-5-ylidene)propyl]-4-(4-chlorophenyl)piperidine (Example 160) (130 mg) in THF (1.0 ml) was added 1.6M n-butyllithium hexane solution (0.17 ml) at −78° C. After stirring 10 minutes at the same temperature, CO2 (dry-ice) was added to the mixture. After being warmed to ambient temperature, the mixture was stirred for 30 minutes at the same temperature. The mixture was concentrated in vacuo. The resulting oil was purified by sili...